From a dataset of the Open Reaction Database (ORD), a public repository of structured organic reaction records. describe an organic reaction: reactants, conditions, products, and yield The reactants are CN=C=O, NC(=O)c1ccccc1OC1CNC1, c1ccccc1. The product is CNC(=O)N1CC(Oc2ccccc2C(N)=O)C1. RXN SMILES: [CH3:15][N:16]=[C:17]=[O:18].[NH:1]1[CH2:2][CH:3]([O:5][c:6]2[c:7]([C:8](=[O:9])[NH2:10])[cH:11][cH:12][cH:13][cH:14]2)[CH2:4]1.[cH:19]1[cH:20][cH:21][cH:22][cH:23][cH:24]1>>[N:1]1([C:17]([NH:16][CH3:15])=[O:18])[CH2:2][CH:3]([O:5][c:6]2[c:7]([C:8](=[O:9])[NH2:10])[cH:11][cH:12][cH:13][cH:14]2)[CH2:4]1. The reactants are O=C([O-])[O-], Oc1ccc(OCc2ccccc2)cc1, [Cs+], [Cs+], O=S(=O)(OCC(F)(F)F)C(F)(F)F, CN(C)C=O. Yields the product FC(F)(F)COc1ccc(OCc2ccccc2)cc1. As a reaction SMILES: [C:16](=[O:17])([O-:18])[O-:19].[CH2:1]([c:2]1[cH:3][cH:4][cH:5][cH:6][cH:7]1)[O:8][c:9]1[cH:10][cH:11][c:12]([OH:15])[cH:13][cH:14]1.[Cs+:20].[Cs+:21].[F:22][C:23]([F:24])([F:25])[S:26]([O:27][CH2:28][C:29]([F:30])([F:31])[F:32])(=[O:33])=[O:34].[O:35]=[CH:36][N:37]([CH3:38])[CH3:39]>>[CH2:1]([c:2]1[cH:3][cH:4][cH:5][cH:6][cH:7]1)[O:8][c:9]1[cH:10][cH:11][c:12]([O:15][CH2:28][C:29]([F:30])([F:31])[F:32])[cH:13][cH:14]1.